Task: describe an organic reaction: reactants, conditions, products, and yield. Dataset: the Open Reaction Database (ORD), a public repository of structured organic reaction records Starting materials: ((Ph)3P)4Pd, P(C1=CC=CC=C1)(C1=CC=CC=C1)C1=CC=CC=C1 ((Ph)3P), C(C#C)O[Si](C)(C)C (propargyloxy-trimethylsilane), CC1(C=2C=CC=CC2C(CC1)(C)C)C (5,5,8,8-tetramethyl-5,6,7,8-tetrahydro-naphthalene), ice HCl, [SiH3]O[SiH3] (silylether). Reagents/catalysts: [Cu]I (CuI). Run in CCOCC (EtOEt), N1CCCCC1 (piperidine). Yields the product CC1(C=2C=CC(=CC2C(CC1)(C)C)C#CCO)C (3-(5,5,8,8-tetramethyl-5,6,7,8-tetrahydro-naphthalen-2-yl)-prop-2-yn-1-ol). As a reaction SMILES: [CH3:1][C:2]1([CH3:14])[CH2:11][CH2:10][C:9]([CH3:13])([CH3:12])[C:8]2[CH:7]=[CH:6][CH:5]=[CH:4][C:3]1=2.P(C1C=CC=CC=1)(C1C=CC=CC=1)C1C=CC=CC=1.[CH2:34]([O:37][Si](C)(C)C)[C:35]#[CH:36].[SiH3]O[SiH3]>N1CCCCC1.[Cu]I.CCOCC>[CH3:12][C:9]1([CH3:13])[CH2:10][CH2:11][C:2]([CH3:14])([CH3:1])[C:3]2[CH:4]=[C:5]([C:36]#[C:35][CH2:34][OH:37])[CH:6]=[CH:7][C:8]1=2. Procedure details: 114 g of crude 2-bromo-(5,5,8,8-tetramethyl-5,6,7,8-tetrahydro-naphthalene (GC-purity: 76.5%) was dissolved in 250 ml of piperidine and successively treated with 4.80 g of ((Ph)3P)4Pd, 0.95 g of CuI, and 1.35 g of (Ph)3P. The internal temperature was then raised to 90°-95° C. and 150 ml of propargyloxy-trimethylsilane were added via dropping funnel within 4 hours. After 1 additional hour the reaction mixture was poured onto crashed ice/HCl conc. and vigorously stirred until TLC indicated that al... Starting materials: C([O-])([O-])=O.[K+].[K+] (potassium carbonate), BrCCO (2-bromoethanol), OC1=CC(=C2C(C=C(OC2=C1)C1=CC(=C(C=C1)OC)OC)=O)OC (7-hydroxy-3',4',5-trimethoxy flavone). The solvent is CN(C=O)C (dimethylformamide). Yields the product OCCOC1=CC(=C2C(C=C(OC2=C1)C1=CC(=C(C=C1)OC)OC)=O)OC (7-hydroxyethyloxy-3',4',5-trimethoxy flavone). The yield is 55.0%. Reaction SMILES: [OH:1][C:2]1[CH:11]=[C:10]2[C:5]([C:6](=[O:22])[CH:7]=[C:8]([C:12]3[CH:17]=[CH:16][C:15]([O:18][CH3:19])=[C:14]([O:20][CH3:21])[CH:13]=3)[O:9]2)=[C:4]([O:23][CH3:24])[CH:3]=1.C(=O)([O-])[O-].[K+].[K+].Br[CH2:32][CH2:33][OH:34]>CN(C)C=O>[OH:34][CH2:33][CH2:32][O:1][C:2]1[CH:11]=[C:10]2[C:5]([C:6](=[O:22])[CH:7]=[C:8]([C:12]3[CH:17]=[CH:16][C:15]([O:18][CH3:19])=[C:14]([O:20][CH3:21])[CH:13]=3)[O:9]2)=[C:4]([O:23][CH3:24])[CH:3]=1 |f:1.2.3|. Procedure: 7-hydroxy-3',4',5-trimethoxy flavone (200 mg, 0.61 mmol) was dissolved in dimethylformamide and hereto was added potassium carbonate (253 mg, 3 equivalents) and 2-bromoethanol (65 μl, 1.5 equivalents). After the reaction mixture was refluxed for 3~4 hours, the solvent was removed under reduced pressure and the residue was diluted with chloroform and washed with water. The organic layer was dried over anhydrous magnesium sulfate, the solvent was removed under reduced pressure and the residue was ... Starting materials: [H-].C(C(C)C)[Al+]CC(C)C (diisobutylaluminum hydride), O1C(=CC=C1)C=1OC(=C(N1)COC1=CC=C(COC2=C(C#N)C=CC=N2)C=C1)C (2-[4-[[2-(2-furyl)-5-methyl-4-oxazolyl]methoxy]benzyloxy]nicotinonitrile), C1(=CC=CC=C1)C (toluene), [Cl-].[NH4+] (ammonium chloride), C(C)(=O)OCC (ethyl acetate). Run in CCCCCC (hexane). Run at time 1 hour. The product is O1C(=CC=C1)C=1OC(=C(N1)COC1=CC=C(COC2=C(C=O)C=CC=N2)C=C1)C (2-[4-[[2-(2-furyl)-5-methyl-4-oxazolyl]methoxy]benzyloxy]nicotinaldehyde). Yield: 57.0%. RXN SMILES: [O:1]1[CH:5]=[CH:4][CH:3]=[C:2]1[C:6]1[O:7][C:8]([CH3:29])=[C:9]([CH2:11][O:12][C:13]2[CH:28]=[CH:27][C:16]([CH2:17][O:18][C:19]3[N:26]=[CH:25][CH:24]=[CH:23][C:20]=3[C:21]#N)=[CH:15][CH:14]=2)[N:10]=1.C1(C)C=CC=CC=1.[H-].C([Al+]CC(C)C)C(C)C.[Cl-].[NH4+].C(OCC)(=[O:51])C>CCCCCC>[O:1]1[CH:5]=[CH:4][CH:3]=[C:2]1[C:6]1[O:7][C:8]([CH3:29])=[C:9]([CH2:11][O:12][C:13]2[CH:28]=[CH:27][C:16]([CH2:17][O:18][C:19]3[N:26]=[CH:25][CH:24]=[CH:23][C:20]=3[CH:21]=[O:51])=[CH:15][CH:14]=2)[N:10]=1 |f:2.3,4.5|. Procedure: To a mixture of 2-[4-[[2-(2-furyl)-5-methyl-4-oxazolyl]methoxy]benzyloxy]nicotinonitrile (4.50 g) and anhydrous toluene (150 mL) was dropwise added a solution (0.95 M, 25.5 mL) of diisobutylaluminum hydride in hexane at −78° C. The reaction mixture was allowed to warm to room temperature with stirring for 1 hr. A saturated aqueous ammonium chloride solution (50 mL) was dropwise added to the mixture and the mixture was further stirred at room temperature for 15 min. To this mixture was added ethy... The reactants are O (water), NC(C(=O)O)CC (aminobutyric acid), C(C1=CC=CC=C1)O (benzyl alcohol), C1(=CC=C(C=C1)S(=O)(=O)O)C (p-toluenesulfonic acid). Solvent: C1=CC=CC=C1 (benzene). Yields the product C(C1=CC=CC=C1)OC(CC(C)N)=O.CC=1C=CC(=CC1)S(=O)(=O)O (β-aminobutyric acid benzyl ester·p-toluenesulfonate). RXN SMILES: [NH2:1]C(CC)C(O)=O.[CH2:8]([OH:15])[C:9]1C=CC=[CH:11][CH:10]=1.[C:16]1([CH3:26])[CH:21]=[CH:20][C:19]([S:22]([OH:25])(=[O:24])=[O:23])=[CH:18][CH:17]=1.[OH2:27]>C1C=CC=CC=1>[CH2:26]([O:27][C:8](=[O:15])[CH2:9][CH:10]([NH2:1])[CH3:11])[C:16]1[CH:21]=[CH:20][CH:19]=[CH:18][CH:17]=1.[CH3:26][C:16]1[CH:21]=[CH:20][C:19]([S:22]([OH:25])(=[O:24])=[O:23])=[CH:18][CH:17]=1 |f:5.6|. Procedure: According to the above synthetic scheme, first, 18.1 g of aminobutyric acid, 87.5 ml of benzyl alcohol and 40.0 g of p-toluenesulfonic acid were dissolved in 175 ml of benzene and refluxed. The water formed was removed as the azeotrope with benzene. To the reaction solution were added 280 ml of diethyl ether and 280 ml of hexane to form a precipitate. This precipitate was separated by filtration and recystallized in an ether/ethanol mixed solution to effect purification. As a result, 53.8 mg of ... The reactants are C, CCO, CC(C)(C)OC(=O)COc1ccc([N+](=O)[O-])cc1, [Pd]. Product: CC(C)(C)OC(=O)COc1ccc(N)cc1. RXN SMILES: [C:22].[CH3:19][CH2:20][OH:21].[N+:1]([O-:2])(=[O:3])[c:4]1[cH:5][cH:6][c:7]([O:8][CH2:9][C:10](=[O:11])[O:12][C:13]([CH3:14])([CH3:15])[CH3:16])[cH:17][cH:18]1.[Pd:23]>>[NH2:1][c:4]1[cH:5][cH:6][c:7]([O:8][CH2:9][C:10](=[O:11])[O:12][C:13]([CH3:14])([CH3:15])[CH3:16])[cH:17][cH:18]1. As a reaction SMILES: Cl.C[O:3][C:4](=O)[CH2:5][NH2:6].[OH-].[Na+].CO[C:12](=[NH:17])[CH2:13][CH2:14][CH2:15][CH3:16]>CO.ClC1C=CC=CC=1>[CH2:13]([C:12]1[NH:17][C:4](=[O:3])[CH2:5][N:6]=1)[CH2:14][CH2:15][CH3:16] |f:0.1,2.3|. Yields the product C(CCC)C1=NCC(N1)=O (2-n-butyl-3,5-dihydroimidazol-4-one). Run in ClC1=CC=CC=C1 (chlorobenzene), CO (methanol), ClC1=CC=CC=C1 (chlorobenzene). The reactants are Cl.COC(CN)=O (glycine methyl ester hydrochloride), [OH-].[Na+] (sodium hydroxide), solution, COC(CCCC)=N (pentanimidic acid methyl ester). Reaction conditions: time 15 minute. Procedure details: 31.71 g (0.25 mol) of glycine methyl ester hydrochloride was added to a solution of 10.1 g (0.25 mol) of sodium hydroxide in methanol at 0° C. After 15 minutes, 126.5 g of a 22.8 percent solution of pentanimidic acid methyl ester in chlorobenzene was instilled for 5 minutes to a white suspension. The light yellow suspension was stirred for 4 hours at room temperature and diluted with chlorobenzene (100 ml). The methanol was distilled off at a temperature of 26° C. and a pressure of 30 to 50 mbar... The reactants are CN1N=C(C(=C1)N1C(N(C=2C=NC=3C=CC(=CC3C21)C=2C=NC(=C(C2)NCC)CO)C)=O)C (1-(1,3-dimethyl-1H-pyrazol-4-yl)-8-(5-ethylamino-6-hydroxymethyl-pyridin-3-yl)-3-methyl-1,3-dihydro-imidazo[4,5-c]quinolin-2-one), [H-].[Na+] (NaH), oil, IC (iodomethane). The solvent is CN(C)C=O (DMF). Conditions: time 10 minute. Product: CN1N=C(C(=C1)N1C(N(C=2C=NC=3C=CC(=CC3C21)C=2C=NC(=C(C2)NCC)COC)C)=O)C (1-(1,3-Dimethyl-1H-pyrazol-4-yl)-8-(5-ethylamino-6-methoxymethyl-pyridin-3-yl)-3-methyl-1,3-dihydro-imidazo[4,5-c]quinolin-2-one). RXN SMILES: [CH3:1][N:2]1[CH:6]=[C:5]([N:7]2[C:19]3[C:18]4[CH:17]=[C:16]([C:20]5[CH:21]=[N:22][C:23]([CH2:29][OH:30])=[C:24]([NH:26][CH2:27][CH3:28])[CH:25]=5)[CH:15]=[CH:14][C:13]=4[N:12]=[CH:11][C:10]=3[N:9]([CH3:31])[C:8]2=[O:32])[C:4]([CH3:33])=[N:3]1.[H-].[Na+].I[CH3:37]>CN(C=O)C>[CH3:1][N:2]1[CH:6]=[C:5]([N:7]2[C:19]3[C:18]4[CH:17]=[C:16]([C:20]5[CH:21]=[N:22][C:23]([CH2:29][O:30][CH3:37])=[C:24]([NH:26][CH2:27][CH3:28])[CH:25]=5)[CH:15]=[CH:14][C:13]=4[N:12]=[CH:11][C:10]=3[N:9]([CH3:31])[C:8]2=[O:32])[C:4]([CH3:33])=[N:3]1 |f:1.2|. Procedure details: A solution of 1-(1,3-dimethyl-1H-pyrazol-4-yl)-8-(5-ethylamino-6-hydroxymethyl-pyridin-3-yl)-3-methyl-1,3-dihydro-imidazo[4,5-c]quinolin-2-one (Example 155.1, 0.086 mmol) in DMF (0.5 ml) was treated with 55% NaH in oil (0.086 mmol) and the RM was stirred for 10 min at rt, then was added iodomethane (0.086 mmol) and the RM was stirred for 2 h at rt. The RM was quenched with water, diluted with DMF, filtered and purified by preparative HPLC. The pure fractions were basified with NaHCO3, concentrat...